Dataset: the Open Reaction Database (ORD), a public repository of structured organic reaction records. Task: describe an organic reaction: reactants, conditions, products, and yield Reactants: O=S1CCN(c2nc(Cl)nc3c(SCc4ccccc4)ncnc23)CC1, C1COCCO1, NCCO. The product is O=S1CCN(c2nc(NCCO)nc3c(SCc4ccccc4)ncnc23)CC1. As a reaction SMILES: [CH2:1]([c:2]1[cH:3][cH:4][cH:5][cH:6][cH:7]1)[S:8][c:9]1[n:10][cH:11][n:12][c:13]2[c:14]1[n:15][c:16]([Cl:26])[n:17][c:18]2[N:19]1[CH2:20][CH2:21][S:22](=[O:25])[CH2:23][CH2:24]1.[O:31]1[CH2:32][CH2:33][O:34][CH2:35][CH2:36]1.[OH:27][CH2:28][CH2:29][NH2:30]>>[CH2:1]([c:2]1[cH:3][cH:4][cH:5][cH:6][cH:7]1)[S:8][c:9]1[n:10][cH:11][n:12][c:13]2[c:14]1[n:15][c:16]([NH:30][CH2:29][CH2:28][OH:27])[n:17][c:18]2[N:19]1[CH2:20][CH2:21][S:22](=[O:25])[CH2:23][CH2:24]1. Reactants: C(C)(=O)OCC=1C=C(OC1)C(=O)C=1N(C2=CC(=CC=C2C1NC([C@H](C)OC(C)=O)=O)Cl)C(=O)OCC (2-(4-Acetoxymethyl-2-furoyl)-6-chloro-1-ethoxycarbonyl-3-[[(S)-2-acetoxypropionyl]amino]indole), [OH-].[Na+] (sodium hydroxide), [Cl-].[NH4+] (ammonium chloride). The solvent is C(C)O (ethanol). Conditions: time 3 hour. Product: ClC1=CC=C2C(=C(NC2=C1)C(=O)C=1OC=C(C1)CO)NC([C@H](C)O)=O (6-chloro-2-(4-hydroxymethyl-2-furoyl)-3-[[(S)-2-hydroxypropionyl]amino]indole). Yield: 24.0%. As a reaction SMILES: C([O:4][CH2:5][C:6]1[CH:7]=[C:8]([C:11]([C:13]2[N:14](C(OCC)=O)[C:15]3[C:20]([C:21]=2[NH:22][C:23](=[O:30])[C@@H:24]([O:26]C(=O)C)[CH3:25])=[CH:19][CH:18]=[C:17]([Cl:31])[CH:16]=3)=[O:12])[O:9][CH:10]=1)(=O)C.[OH-].[Na+].[Cl-].[NH4+]>C(O)C>[Cl:31][C:17]1[CH:16]=[C:15]2[C:20]([C:21]([NH:22][C:23](=[O:30])[C@@H:24]([OH:26])[CH3:25])=[C:13]([C:11]([C:8]3[O:9][CH:10]=[C:6]([CH2:5][OH:4])[CH:7]=3)=[O:12])[NH:14]2)=[CH:19][CH:18]=1 |f:1.2,3.4|. Procedure details: To a solution of 2-(4-acetoxymethyl-2-furoyl)-6-chloro-1-ethoxycarbonyl-3-[(S)-2-acetoxypropionylamino]indole (step 1, 267 mg, 0.494 mmol) in ethanol (2 ml) was added 2N aqueous sodium hydroxide (2 ml). After stirrig for 3 h, the mixture was poured into saturated aqueous ammonium chloride (20 ml) and extracted with ethyl acetate (80 ml). The organic layer was washed with brine (20 ml), dried (MgSO4) and concentrated. The residue was purified by flash column chromatography eluting with dichlorome... Starting materials: N#N (N2), C1(CC1)N1C=NC2=C1C(=NC(=C2)B2OC(C(O2)(C)C)(C)C)O[C@H](C)[C@@H]2CC(NC2)=O ((R)-4-((R)-1-((3-cyclopropyl-6-(4,4,5,5-tetramethyl-1,3,2-dioxaborolan-2-yl)-3H-imidazo[4,5-c]pyridin-4-yl)oxy)ethyl)pyrrolidin-2-one), BrC1=CN=C(S1)C(F)(F)F (5-bromo-2-(trifluoromethyl)thiazole), C(=O)([O-])[O-].[Na+].[Na+] (Na2CO3). Reagents/catalysts: C=1C=CC(=CC1)[P](C=2C=CC=CC2)(C=3C=CC=CC3)[Pd]([P](C=4C=CC=CC4)(C=5C=CC=CC5)C=6C=CC=CC6)([P](C=7C=CC=CC7)(C=8C=CC=CC8)C=9C=CC=CC9)[P](C=1C=CC=CC1)(C=1C=CC=CC1)C=1C=CC=CC1 (Pd(PPh3)4). Solvent: COCCOC (1,2-dimethoxyethane), C(Cl)Cl (DCM). Conditions: temperature 100 celsius. The product is C1(CC1)N1C=NC2=C1C(=NC(=C2)C2=CN=C(S2)C(F)(F)F)O[C@H](C)[C@@H]2CC(NC2)=O ((R)-4-((R)-1-((3-cyclopropyl-6-(2-(trifluoromethyl)thiazol-5-yl)-3H-imidazo[4,5-c]pyridin-4-yl)oxy)ethyl)pyrrolidin-2-one). Isolated yield 16.1%. RXN SMILES: [CH:1]1([N:4]2[C:8]3[C:9]([O:22][C@@H:23]([C@H:25]4[CH2:29][NH:28][C:27](=[O:30])[CH2:26]4)[CH3:24])=[N:10][C:11](B4OC(C)(C)C(C)(C)O4)=[CH:12][C:7]=3[N:6]=[CH:5]2)[CH2:3][CH2:2]1.Br[C:32]1[S:36][C:35]([C:37]([F:40])([F:39])[F:38])=[N:34][CH:33]=1.C([O-])([O-])=O.[Na+].[Na+].N#N>C1C=CC([P]([Pd]([P](C2C=CC=CC=2)(C2C=CC=CC=2)C2C=CC=CC=2)([P](C2C=CC=CC=2)(C2C=CC=CC=2)C2C=CC=CC=2)[P](C2C=CC=CC=2)(C2C=CC=CC=2)C2C=CC=CC=2)(C2C=CC=CC=2)C2C=CC=CC=2)=CC=1.C(Cl)Cl.COCCOC>[CH:1]1([N:4]2[C:8]3[C:9]([O:22][C@@H:23]([C@H:25]4[CH2:29][NH:28][C:27](=[O:30])[CH2:26]4)[CH3:24])=[N:10][C:11]([C:32]4[S:36][C:35]([C:37]([F:40])([F:39])[F:38])=[N:34][CH:33]=4)=[CH:12][C:7]=3[N:6]=[CH:5]2)[CH2:2][CH2:3]1 |f:2.3.4,^1:52,54,73,92|. Procedure: To a microwave tube equipped with a stifling bar, (R)-4-((R)-1-((3-cyclopropyl-6-(4,4,5,5-tetramethyl-1,3,2-dioxaborolan-2-yl)-3H-imidazo[4,5-c]pyridin-4-yl)oxy)ethyl)pyrrolidin-2-one: (133.6 mg, 0.324 mmol), 5-bromo-2-(trifluoromethyl)thiazole (90.2 mg, 0.389 mmol), 1,2-dimethoxyethane (2 mL), 1 N Na2CO3 aqueous solution (0.97 mL, 0.97 mmol) were added, the mixture was bubbled N2 for 5 minutes before Pd(PPh3)4 (18.7 mg, 0.016 mmol) was added. The tube was sealed and heated in an oil bath at 100... The reactants are NC1=CC2=C(CCN(CC2)C(=O)OCC)C=C1 (ethyl 7-amino-1,2,4,5-tetrahydro-3H-3-benzazepine-3-carboxylate), S(O)(O)(=O)=O (sulfuric acid). Run in N(=O)[O-].[Na+] (sodium nitrite). Yields the product OC1=CC2=C(CCN(CC2)C(=O)OCC)C=C1 (ethyl 7-hydroxy-1,2,4,5-tetrahydro-3H-3-benzazepine-3-carboxylate). As a reaction SMILES: N[C:2]1[CH:17]=[CH:16][C:5]2[CH2:6][CH2:7][N:8]([C:11]([O:13][CH2:14][CH3:15])=[O:12])[CH2:9][CH2:10][C:4]=2[CH:3]=1.S(=O)(=O)(O)[OH:19]>N([O-])=O.[Na+]>[OH:19][C:2]1[CH:17]=[CH:16][C:5]2[CH2:6][CH2:7][N:8]([C:11]([O:13][CH2:14][CH3:15])=[O:12])[CH2:9][CH2:10][C:4]=2[CH:3]=1 |f:2.3|. Procedure details: To ethyl 7-amino-1,2,4,5-tetrahydro-3H-3-benzazepine-3-carboxylate was added a 5% aqueous sulfuric acid solution, followed by stirring under ice-cooling. An aqueous solution (30 ml) of 10.22 g of sodium nitrite was added dropwise in portions thereto, and followed by stirring at the same temperature for 0.5 hours and then stirring at 60° C. for 3 hours. The reaction mixture was extracted with ethyl acetate, the organic layer was dried over anhydrous magnesium sulfate and then filtered, and the fi... The reactants are CNC=1SC=C(N1)CC(NC1=CC(=CC=C1)C(F)(F)F)=O (2-methylamino-4-(3-trifluoromethylphenylcarbamoylmethyl)thiazole), C(C(C)C)(=O)Cl (isobutyryl chloride), O (water). The solvent is N1=CC=CC=C1 (pyridine). The product is C(C(C)C)(=O)N(C)C=1SC=C(N1)CC(NC1=CC(=CC=C1)C(F)(F)F)=O (2-(N-ISOBUTYRYL-N-METHYLAMINO)-4-(3-TRIFLUOROMETHYLPHENYLCARBAMOYLMETHYL)THIAZOLE). Yield: 60.2%. As a reaction SMILES: [CH3:1][NH:2][C:3]1[S:4][CH:5]=[C:6]([CH2:8][C:9](=[O:21])[NH:10][C:11]2[CH:16]=[CH:15][CH:14]=[C:13]([C:17]([F:20])([F:19])[F:18])[CH:12]=2)[N:7]=1.[C:22](Cl)(=[O:26])[CH:23]([CH3:25])[CH3:24].O>N1C=CC=CC=1>[C:22]([N:2]([C:3]1[S:4][CH:5]=[C:6]([CH2:8][C:9](=[O:21])[NH:10][C:11]2[CH:16]=[CH:15][CH:14]=[C:13]([C:17]([F:20])([F:19])[F:18])[CH:12]=2)[N:7]=1)[CH3:1])(=[O:26])[CH:23]([CH3:25])[CH3:24]. Procedure: A solution containing 7.6 g (0.025 mole) of 2-methylamino-4-(3-trifluoromethylphenylcarbamoylmethyl)thiazole and 2.9 g (0.027 mole) of isobutyryl chloride in 25 ml of pyridine was heated at about 45° for 24 hours. The mixture was poured into water. The thick oil failed to crystallize. The aqueous phase was decanted and the residue was dissolved in benzene. The organic phase was washed with water, dried over sodium sulfate and cooled. With stirring, hexane was added and a crystalline product prec... Reactants: C(C)(=O)[O-].[Na+] (sodium acetate), BrBr (bromine), C(C)(C)(C)C1=CC(=NO1)NC(OC)=O (methyl 5-t-butyl-3-isoxazolylcarbamate), C(C)(=O)[O-].[Na+] (sodium acetate), BrBr (bromine), O (water), resultant mixture. Reagents/catalysts: C(=O)O (formic acid). Solvent: C(C)(=O)O (acetic acid), C(Cl)Cl (methylene chloride), C(C)(=O)O (acetic acid). Run at temperature 70 celsius. Product: BrC=1C(=NOC1C(C)(C)C)NC(OC)=O (methyl 4-bromo-5-t-butyl-3-isoxazolylcarbamate). Yield: 99.1%. Reaction SMILES: [C:1]([C:5]1[O:9][N:8]=[C:7]([NH:10][C:11](=[O:14])[O:12][CH3:13])[CH:6]=1)([CH3:4])([CH3:3])[CH3:2].C([O-])(=O)C.[Na+].[Br:20]Br.O>C(O)(=O)C.C(O)=O.C(Cl)Cl>[Br:20][C:6]1[C:7]([NH:10][C:11](=[O:14])[O:12][CH3:13])=[N:8][O:9][C:5]=1[C:1]([CH3:4])([CH3:2])[CH3:3] |f:1.2|. Procedure details: To a solution of methyl 5-t-butyl-3-isoxazolylcarbamate (2.00 g) and anhydrous sodium acetate (1.1 mol equivalent) in glacial acetic acid (5 ml), bromine (1.0 mol equivalent) is added. The resultant mixture is heated at 50° C for 53 hours and mixed with glacial acetic acid (5 ml), anhydrous sodium acetate (0.91 g) and bromine (0.81 g). The mixture is heated at 70° C for 31 hours, mixed with several drops of formic acid, poured onto icy water (50 ml) and shaken with methylene chloride. The organi... Starting materials: [K].OC1=C(C(=O)OCC)C=C(C=C1)C#CC1=CC=C(C=C1)S(=O)(=O)O (Ethyl 2-hydroxy-5-[(4-sulfophenyl]ethynyl]benzoate potassium salt), [Cl-].[Na+] (sodium chloride), CN(C=O)C (Dimethylformamide), S(=O)(Cl)Cl (thionyl chloride). The solvent is C1(=CC=CC=C1)C (toluene). Yields the product OC1=C(C(=O)OCC)C=C(C=C1)C#CC1=CC=C(C=C1)S(=O)(=O)Cl (Ethyl 2-hydroxy-5-[(4-chlorosulfonylphenyl]ethynyl]benzoate). Reaction SMILES: [K].[OH:2][C:3]1[CH:13]=[CH:12][C:11]([C:14]#[C:15][C:16]2[CH:21]=[CH:20][C:19]([S:22]([OH:25])(=O)=[O:23])=[CH:18][CH:17]=2)=[CH:10][C:4]=1[C:5]([O:7][CH2:8][CH3:9])=[O:6].CN(C)C=O.S(Cl)([Cl:33])=O.[Cl-].[Na+]>C1(C)C=CC=CC=1>[OH:2][C:3]1[CH:13]=[CH:12][C:11]([C:14]#[C:15][C:16]2[CH:21]=[CH:20][C:19]([S:22]([Cl:33])(=[O:25])=[O:23])=[CH:18][CH:17]=2)=[CH:10][C:4]=1[C:5]([O:7][CH2:8][CH3:9])=[O:6] |f:0.1,4.5,^1:0|. Reported procedure: Ethyl 2-hydroxy-5-[(4-sulfophenyl]ethynyl]benzoate potassium salt (19 g, 50 mmol) was suspended in toluene (100 ml). Dimethylformamide (1 ml) and thionyl chloride (12 g) were added and the suspension was refluxed for 1 h. The reaction mixture was added to a nearly saturated sodium chloride solution and the precipitated oil was extracted with toluene. The solution was dried and taken to dryness. The product was sufficiently pure for the next step. Yield 16 g, 88%.